Dataset: the Open Reaction Database (ORD), a public repository of structured organic reaction records. Task: describe an organic reaction: reactants, conditions, products, and yield Starting materials: CO, CCOC(=O)C1CC1Cn1cc(-c2cnc(N)c(OC(C)c3c(Cl)ccc(F)c3Cl)c2)cn1, [Na+], [OH-]. Yields the product CC(Oc1cc(-c2cnn(CC3CC3C(=O)O)c2)cnc1N)c1c(Cl)ccc(F)c1Cl. RXN SMILES: [CH3:36][OH:37].[NH2:1][c:2]1[c:3]([O:22][CH:23]([CH3:24])[c:25]2[c:26]([Cl:33])[c:27]([F:32])[cH:28][cH:29][c:30]2[Cl:31])[cH:4][c:5](-[c:8]2[cH:9][n:10][n:11]([CH2:13][CH:14]3[CH:15]([C:17](=[O:18])[O:19][CH2:20][CH3:21])[CH2:16]3)[cH:12]2)[cH:6][n:7]1.[Na+:35].[OH-:34]>>[NH2:1][c:2]1[c:3]([O:22][CH:23]([CH3:24])[c:25]2[c:26]([Cl:33])[c:27]([F:32])[cH:28][cH:29][c:30]2[Cl:31])[cH:4][c:5](-[c:8]2[cH:9][n:10][n:11]([CH2:13][CH:14]3[CH:15]([C:17](=[O:18])[OH:19])[CH2:16]3)[cH:12]2)[cH:6][n:7]1. The reactants are [NH4+].[Cl-] (NH4Cl), OC1=NC=C(C=2NC=3C=C(C=CC3C21)C(F)(F)F)C#N (1-Hydroxy-7-(trifluoromethyl)-5H-pyrido[4,3-b]indole-4-carbonitrile), C(=O)([O-])[O-].[K+].[K+] (K2CO3), CN(C)C=O (DMF), CI (MeI). Solvent: CCOC(=O)C (EtOAc), O (H2O). Run at time 30 minute. Yields the product COC1=NC=C(C=2N(C=3C=C(C=CC3C21)C(F)(F)F)C)C#N (1-Methoxy-5-methyl-7-(trifluoromethyl)-5H-pyrido[4,3-b]indole-4-carbonitrile). RXN SMILES: [OH:1][C:2]1[C:14]2[C:13]3C=[CH:11][C:10]([C:15]([F:18])([F:17])[F:16])=[CH:9][C:8]=3[NH:7][C:6]=2[C:5](C#N)=[CH:4][N:3]=1.[C:21]([O-])([O-])=O.[K+].[K+].CI.[NH4+].[Cl-].[CH3:31][N:32]([CH:34]=O)[CH3:33]>CCOC(C)=O.O>[CH3:21][O:1][C:2]1[C:14]2[C:13]3[CH:8]=[CH:9][C:10]([C:15]([F:18])([F:17])[F:16])=[CH:11][C:33]=3[N:32]([CH3:31])[C:34]=2[C:5]([C:6]#[N:7])=[CH:4][N:3]=1 |f:1.2.3,5.6|. Reported procedure: To a suspension of 1-hydroxy-7-(trifluoromethyl)-5H-pyrido[4,3-b]indole-4-carbonitrile (Example 5, Step 3) and K2CO3 (2.5 equiv) in DMF (0.09 M) at room temperature was added MeI (1.5 equiv). After stirring at room temperature for 30 min, saturated NH4Cl solution was added along with H2O, and EtOAc (same amount as DMF). The resulting suspension was stirred vigorously for 10 min, and the product was then collected by filtration to give the title compound as a beige solid. Starting materials: C(C1=CC=CC=C1)N1CC(=CCC1)C1=CC(=CC=C1)OC (1-benzyl-3-(3-methoxyphenyl)-1,2,5,6-tetrahydropyridine), ClC(=O)OCC (ethyl chloroformate). Solvent: C1=CC=CC=C1 (benzene). Product: COC=1C=C(C=CC1)C=1CN(CCC1)C(=O)OCC (ethyl 3-(3-methoxyphenyl)-1,2,5,6-tetrahydro-1-pyridine-carboxylate). RXN SMILES: C([N:8]1[CH2:13][CH2:12][CH:11]=[C:10]([C:14]2[CH:19]=[CH:18][CH:17]=[C:16]([O:20][CH3:21])[CH:15]=2)[CH2:9]1)C1C=CC=CC=1.Cl[C:23]([O:25][CH2:26][CH3:27])=[O:24]>C1C=CC=CC=1>[CH3:21][O:20][C:16]1[CH:15]=[C:14]([C:10]2[CH2:9][N:8]([C:23]([O:25][CH2:26][CH3:27])=[O:24])[CH2:13][CH2:12][CH:11]=2)[CH:19]=[CH:18][CH:17]=1. Procedure: A solution of 11.4 g of the product of Step B, 25 ml of benzene and 5.9 ml of ethyl chloroformate was refluxed for 3 hours and was then evaporated to dryness under reduced pressure. Excess ethyl chloroformate was entrained with benzene to obtain 11 g of ethyl 3-(3-methoxyphenyl)-1,2,5,6-tetrahydro-1-pyridine-carboxylate. The reactants are CN1CCCN(C)C1=O, O=C(CCl)Nc1ccc(C(=O)N2Cc3cccn3Cc3ccccc32)cc1, [Na], c1nc[nH]n1. Yields the product O=C(Cn1cncn1)Nc1ccc(C(=O)N2Cc3cccn3Cc3ccccc32)cc1. Reaction SMILES: [CH3:34][N:35]1[CH2:36][CH2:37][CH2:38][N:39]([CH3:40])[C:41]1=[O:42].[Cl:7][CH2:8][C:9](=[O:10])[NH:11][c:12]1[cH:13][cH:14][c:15]([C:18](=[O:19])[N:20]2[CH2:21][c:22]3[n:23]([cH:31][cH:32][cH:33]3)[CH2:24][c:25]3[c:26]2[cH:27][cH:28][cH:29][cH:30]3)[cH:16][cH:17]1.[Na:1].[nH:2]1[n:3][cH:4][n:5][cH:6]1>>[n:2]1([CH2:8][C:9](=[O:10])[NH:11][c:12]2[cH:13][cH:14][c:15]([C:18](=[O:19])[N:20]3[CH2:21][c:22]4[n:23]([cH:31][cH:32][cH:33]4)[CH2:24][c:25]4[c:26]3[cH:27][cH:28][cH:29][cH:30]4)[cH:16][cH:17]2)[n:3][cH:4][n:5][cH:6]1.